Dataset: the Open Reaction Database (ORD), a public repository of structured organic reaction records. Task: describe an organic reaction: reactants, conditions, products, and yield The reactants are ClC1=CC=C(C=C1)C(O)P(OCC)(OCC)=O (diethyl (4-chlorophenyl)hydroxymethylphosphonate), S(=O)(Cl)Cl (thionyl chloride). Run in C(Cl)Cl (methylene chloride), C(Cl)Cl (methylene chloride). Conditions: time 60 hour. Yields the product ClC1=CC=C(C=C1)C(Cl)P(OCC)(OCC)=O (diethyl (4-chlorophenyl)chloromethylphosphonate). Isolated yield 100.2%. RXN SMILES: [Cl:1][C:2]1[CH:7]=[CH:6][C:5]([CH:8]([P:10](=[O:17])([O:14][CH2:15][CH3:16])[O:11][CH2:12][CH3:13])O)=[CH:4][CH:3]=1.S(Cl)([Cl:20])=O>C(Cl)Cl>[Cl:1][C:2]1[CH:7]=[CH:6][C:5]([CH:8]([P:10](=[O:17])([O:14][CH2:15][CH3:16])[O:11][CH2:12][CH3:13])[Cl:20])=[CH:4][CH:3]=1. Procedure details: A stirred solution of 38.0 grams (0.136 mole) of diethyl (4-chlorophenyl)hydroxymethylphosphonate in 250 ml of methylene chloride was cooled to 0° C., and a solution of 18.8 grams (0.158 mole) of thionyl chloride in 12 ml of methylene chloride was added via syringe. Upon completion of addition, the reaction mixture was allowed to warm to ambient temperature where it was stirred for 60 hours. After this time the reaction mixture was washed with two portions of aqueous 1N hydrochloric acid. The or... The reactants are O=C1CCC(=O)N1Br, ClCCl, CS(=O)(=O)c1ccc(C(CC2CCCC2)C(=O)O)cc1Cl, Nc1nc2ccccc2o1, O, c1ccc(P(c2ccccc2)c2ccccc2)cc1, c1ccncc1. Product: CS(=O)(=O)c1ccc(C(CC2CCCC2)C(=O)Nc2nc3ccccc3o2)cc1Cl. Reaction SMILES: [Br:20][N:21]1[C:22](=[O:23])[CH2:24][CH2:25][C:26]1=[O:27].[CH2:65]([Cl:66])[Cl:67].[Cl:28][c:29]1[cH:30][c:31]([CH:39]([C:40](=[O:41])[OH:42])[CH2:43][CH:44]2[CH2:45][CH2:46][CH2:47][CH2:48]2)[cH:32][cH:33][c:34]1[S:35](=[O:36])(=[O:37])[CH3:38].[NH2:49][c:50]1[o:51][c:52]2[c:53]([n:54]1)[cH:55][cH:56][cH:57][cH:58]2.[OH2:68].[c:1]1([P:2]([c:3]2[cH:4][cH:5][cH:6][cH:7][cH:8]2)[c:9]2[cH:10][cH:11][cH:12][cH:13][cH:14]2)[cH:15][cH:16][cH:17][cH:18][cH:19]1.[cH:59]1[cH:60][cH:61][n:62][cH:63][cH:64]1>>[Cl:28][c:29]1[cH:30][c:31]([CH:39]([C:40](=[O:42])[NH:49][c:50]2[o:51][c:52]3[c:53]([n:54]2)[cH:55][cH:56][cH:57][cH:58]3)[CH2:43][CH:44]2[CH2:45][CH2:46][CH2:47][CH2:48]2)[cH:32][cH:33][c:34]1[S:35](=[O:36])(=[O:37])[CH3:38]. Reactants: COCOc1ccc(C(C#N)Cc2cccnc2)cc1, CO, [H][H]. The product is COCOc1ccc(C(CN)Cc2cccnc2)cc1. RXN SMILES: [CH3:1][O:2][CH2:3][O:4][c:5]1[cH:6][cH:7][c:8]([CH:11]([C:12]#[N:13])[CH2:14][c:15]2[cH:16][n:17][cH:18][cH:19][cH:20]2)[cH:9][cH:10]1.[CH3:21][OH:22].[H:23][H:24]>>[CH3:1][O:2][CH2:3][O:4][c:5]1[cH:6][cH:7][c:8]([CH:11]([CH2:12][NH2:13])[CH2:14][c:15]2[cH:16][n:17][cH:18][cH:19][cH:20]2)[cH:9][cH:10]1. Conditions: temperature 55 celsius, time 3 hour. Product: FC1=C(C=CC=C1)N1N=C(C2=CC=CC=C12)O (1-(2-fluoro-phenyl)-1H-indazol-3-ol). Reaction SMILES: [F:1][C:2]1[CH:7]=[CH:6][CH:5]=[CH:4][C:3]=1[NH:8][NH:9][C:10](=[O:18])[C:11]1[CH:16]=[CH:15][CH:14]=[CH:13][C:12]=1N.N([O-])=O.[Na+]>C(O)C.Cl.O>[F:1][C:2]1[CH:7]=[CH:6][CH:5]=[CH:4][C:3]=1[N:8]1[C:16]2[C:11](=[CH:12][CH:13]=[CH:14][CH:15]=2)[C:10]([OH:18])=[N:9]1 |f:1.2|. Yield: 94.0%. Reactants: N(=O)[O-].[Na+] (sodium nitrite), FC1=C(C=CC=C1)NNC(C1=C(C=CC=C1)N)=O (2-amino-benzoic acid N′-(2-fluoro-phenyl)-hydrazide). Procedure details: A stirred suspension of 105 g (0.429 mole) of 2-amino-benzoic acid N′-(2-fluoro-phenyl)-hydrazide in 1250 mL of ethanol and 1250 mL of 1N hydrochloric acid was heated to 55° C. A solution of 59 g (0.858 mole) of sodium nitrite in 200 mL of water was added dropwise over a 30 minute period. Approximately 10 minutes into the addition a solid began separating. External heating was continued until the reaction temperature reached 65° C. and then it was turned off. The temperature remained at 65-68° C... The solvent is O (water), C(C)O (ethanol), Cl (hydrochloric acid). The reactants are OS(=O)(=O)O (H2SO4), [N+](=O)(O)[O-] (HNO3), CN1C(N(C(C=C1C)=O)C)=O (1,3,6-trimethylpyrimidine-2,4(1H,3H)-dione). Conditions: temperature 2.5 celsius, time 2 hour. The product is CN1C(=O)N(C(=O)C(=C1C)[N+](=O)[O-])C (1,3,6-Trimethyl-5-nitrouracil). Reaction SMILES: OS(O)(=O)=O.[N+:6]([O-:9])(O)=[O:7].[CH3:10][N:11]1[C:16]([CH3:17])=[CH:15][C:14](=[O:18])[N:13]([CH3:19])[C:12]1=[O:20]>>[CH3:10][N:11]1[C:16]([CH3:17])=[C:15]([N+:6]([O-:9])=[O:7])[C:14](=[O:18])[N:13]([CH3:19])[C:12]1=[O:20]. Reported procedure: A mixture of concentrated H2SO4 (7.0 mL) and fuming HNO3 (7.0 mL) was cooled to 0-5° C. and 1,3,6-trimethylpyrimidine-2,4(1H,3H)-dione (3.5 g, 22.702 mmol) was gradually added to the reaction mixture. After stirring for 2 h. at the same temperature the reaction mixture was partitioned between ethyl acetate (200 mL) and water (100 mL). The organic layer was washed with brine (2×50 mL), dried (Na2SO4) and evaporated under reduced pressure. Crude product obtained was purified by column chromatograp... The reactants are N#CN (cyanamide), Na2HPO4, NaH2PO4, C(#N)C=1C=NC=C(C1)CO (3-cyano-5-hydroxymethylpyridine), Cl (hydrogen chloride). Run in C(CC)O (1-propanol). Reaction conditions: time 20 hour. The product is crude product, C(#N)N=C(OCCC)C=1C=NC=C(C1)CO (propyl N-cyano-5-hydroxymethyl-3-pyridinecarboximidate). Reaction SMILES: [C:1]([C:3]1[CH:4]=[N:5][CH:6]=[C:7]([CH2:9][OH:10])[CH:8]=1)#[N:2].Cl.N#[C:13][NH2:14]>C(O)CC>[C:13]([N:2]=[C:1]([C:3]1[CH:4]=[N:5][CH:6]=[C:7]([CH2:9][OH:10])[CH:8]=1)[O:10][CH2:9][CH2:7][CH3:6])#[N:14]. Reported procedure: After 3-cyano-5-hydroxymethylpyridine (0.79 g, 5.9 mmol) was dissolved in 1-propanol (30 ml) and hydrogen chloride gas was passed into the solution under ice-cooling for 30 minutes, the reactor was tight sealed for stirring the mixture at room temperature for 20 hours. After the completion of the reaction, the reaction mixture was concentrated under reduced pressure, and the residue was neutralized with a saturated aqueous sodium carbonate solution and extracted with chloroform (30 ml×3). The ch... Reactants: ClC1=NC2=C(C=CC=C2C=C1)C(=O)O (2-chloroquinoline-8-carboxylic acid), FC(C=1C=C(C=CC1)B1OC(C(O1)(C)C)(C)C)F (2-(3-(difluoromethyl)phenyl)-4,4,5,5-tetramethyl-1,3,2-dioxaborolane), [O-]P(=O)([O-])[O-].[K+].[K+].[K+] (K3PO4), C(Cl)Cl (CH2Cl2). The reagents and catalysts are C1=CC=C(C=C1)P([C-]2C=CC=C2)C3=CC=CC=C3.C1=CC=C(C=C1)P([C-]2C=CC=C2)C3=CC=CC=C3.Cl[Pd]Cl.[Fe+2] (Pd(dppf)Cl2). The solvent is O (water), COCCOC (DME), O (water). Run at temperature 85 celsius, time 12 hour. Product: FC(C=1C=C(C=CC1)C1=NC2=C(C=CC=C2C=C1)C(=O)O)F (2-(3-(difluoromethyl)phenyl)quinoline-8-carboxylic acid). Yield: 80.2%. Reaction SMILES: Cl[C:2]1[CH:11]=[CH:10][C:9]2[C:4](=[C:5]([C:12]([OH:14])=[O:13])[CH:6]=[CH:7][CH:8]=2)[N:3]=1.[F:15][CH:16]([F:32])[C:17]1[CH:18]=[C:19](B2OC(C)(C)C(C)(C)O2)[CH:20]=[CH:21][CH:22]=1.[O-]P([O-])([O-])=O.[K+].[K+].[K+].C(Cl)Cl>COCCOC.O.C1C=CC(P(C2C=CC=CC=2)[C-]2C=CC=C2)=CC=1.C1C=CC(P(C2C=CC=CC=2)[C-]2C=CC=C2)=CC=1.Cl[Pd]Cl.[Fe+2]>[F:15][CH:16]([F:32])[C:17]1[CH:22]=[C:21]([C:2]2[CH:11]=[CH:10][C:9]3[C:4](=[C:5]([C:12]([OH:14])=[O:13])[CH:6]=[CH:7][CH:8]=3)[N:3]=2)[CH:20]=[CH:19][CH:18]=1 |f:2.3.4.5,9.10.11.12|. Reported procedure: To a solution of 2-chloroquinoline-8-carboxylic acid (3.1 g, 15.0 mmol) in DME (20 mL) and water (2 mL) was added 2-(3-(difluoromethyl)phenyl)-4,4,5,5-tetramethyl-1,3,2-dioxaborolane (4.5 g, 17.7 mmol), K3PO4 (5.2 g, 22.6 mmol) and Pd(dppf)Cl2.CH2Cl2 (0.50 g, 0.63 mmol). The reaction mixture was stirred under nitrogen at 85° C. for 12 hours, then the reaction was cooled to room temperature and water (20 mL) was added. The mixture was filtered and the filter cake was washed with water, and the so... Reactants: FC1=CC(=CC=2[C@]3(C4=CC(=CC=C4OC12)C=1C(=NC=CC1)F)N=C(OC3)N)\C=C\C3(COC3)C ((S,E)-4′-fluoro-7′-(2-fluoropyridin-3-yl)-2′-(2-(3-methyloxetan-3-yl)vinyl)-5H-spiro[oxazole-4,9′-xanthen]-2-amine). The reagents and catalysts are [Pd] (Pd/C). Solvent: CCO (EtOH). Yields the product FC1=CC(=CC=2[C@]3(C4=CC(=CC=C4OC12)C=1C(=NC=CC1)F)N=C(OC3)N)CCC3(COC3)C ((S)-4′-fluoro-7′-(2-fluoropyridin-3-yl)-2′-(2-(3-methyloxetan-3-yl)ethyl)-5H-spiro[oxazole-4,9′-xanthen]-2-amine). RXN SMILES: [F:1][C:2]1[C:15]2[O:14][C:13]3[C:8](=[CH:9][C:10]([C:16]4[C:17]([F:22])=[N:18][CH:19]=[CH:20][CH:21]=4)=[CH:11][CH:12]=3)[C@@:7]3([CH2:26][O:25][C:24]([NH2:27])=[N:23]3)[C:6]=2[CH:5]=[C:4](/[CH:28]=[CH:29]/[C:30]2([CH3:34])[CH2:33][O:32][CH2:31]2)[CH:3]=1>[Pd].CCO>[F:1][C:2]1[C:15]2[O:14][C:13]3[C:8](=[CH:9][C:10]([C:16]4[C:17]([F:22])=[N:18][CH:19]=[CH:20][CH:21]=4)=[CH:11][CH:12]=3)[C@@:7]3([CH2:26][O:25][C:24]([NH2:27])=[N:23]3)[C:6]=2[CH:5]=[C:4]([CH2:28][CH2:29][C:30]2([CH3:34])[CH2:31][O:32][CH2:33]2)[CH:3]=1. Procedure: To a reaction vessel charged with (S,E)-4′-fluoro-7′-(2-fluoropyridin-3-yl)-2′-(2-(3-methyloxetan-3-yl)vinyl)-5H-spiro[oxazole-4,9′-xanthen]-2-amine (38 mg, 0.082 mmol) and Pd/C (5%) (30 mg, 0.082 mmol) was added EtOH (1.5 mL). The reaction mixture was purged with hydrogen gas for 5 minutes and then maintained under 1 atm of hydrogen gas for 4 hours. The mixture was filtered through celite and the derived filtrate concentrated to provide (S)-4′-fluoro-7′-(2-fluoropyridin-3-yl)-2′-(2-(3-methyloxe... The reactants are C([O-])([O-])=O.[Cs+].[Cs+] (cesium carbonate), tetrakistriphenylphosphine palladium, C(C1=CC=CC=C1)NC1=NC(=NN2C1=C(C=C2)C2=CC=CC=C2)Cl (N-Benzyl-2-chloro-5-phenylpyrrolo[2,1-f][1,2,4]triazin-4-amine), B1(OB(OB(O1)C=C)C=C)C=C.C1=CC=NC=C1 (2,4,6-trivinyl cyclotriboroxane pyridine complex). Run in O (water), O1CCOCC1 (dioxane). Conditions: temperature 110 celsius. Product: C(C1=CC=CC=C1)NC1=NC(=NN2C1=C(C=C2)C2=CC=CC=C2)C=C (N-benzyl-5-phenyl-2-vinylpyrrolo[2,1-f][1,2,4]triazin-4-amine). The yield is 68.4%. RXN SMILES: [CH2:1]([NH:8][C:9]1[C:14]2=[C:15]([C:18]3[CH:23]=[CH:22][CH:21]=[CH:20][CH:19]=3)[CH:16]=[CH:17][N:13]2[N:12]=[C:11](Cl)[N:10]=1)[C:2]1[CH:7]=[CH:6][CH:5]=[CH:4][CH:3]=1.B1(C=C)OB([CH:31]=[CH2:32])OB(C=C)O1.C1C=CN=CC=1.C(=O)([O-])[O-].[Cs+].[Cs+]>O1CCOCC1.O>[CH2:1]([NH:8][C:9]1[C:14]2=[C:15]([C:18]3[CH:23]=[CH:22][CH:21]=[CH:20][CH:19]=3)[CH:16]=[CH:17][N:13]2[N:12]=[C:11]([CH:31]=[CH2:32])[N:10]=1)[C:2]1[CH:7]=[CH:6][CH:5]=[CH:4][CH:3]=1 |f:1.2,3.4.5|. Reported procedure: N-Benzyl-2-chloro-5-phenylpyrrolo[2,1-f][1,2,4]triazin-4-amine (0.300 g, 0.896 mmol) (as in Example 4) and 2,4,6-trivinyl cyclotriboroxane pyridine complex (0.323 g, 1.34 mmol) were dissolved in dioxane (15 mL) and then cesium carbonate (0.584 g, 1.79 mmol) dissolved in water (2 mL) was added. The reaction mixture was degassed with nitrogen for 15 minutes, then tetrakistriphenylphosphine palladium (0.0520 g, 0.0450 mmol) was added and the resulting reaction mixture degassed for 15 minutes. The r... Reactants: CS(=O)(=O)C1=CC=C(C=C1)N1C(C=C(C=C1)OC1CCN(CC1)C(=O)OC1=C(C=C(C=C1)Br)F)=O (4-bromo-2-fluorophenyl 4-(1-(4-(methylsulfonyl)phenyl)-2-oxo-1,2-dihydropyridin-4-yloxy)piperidine-1-carboxylate), CS(=O)(=O)C1=CC=C(C=C1)N1C(C=C(C=C1)OC1CCN(CC1)C(=O)OC1=C(C=C(C=C1)Br)C)=O (4-bromo-2-methylphenyl 4-(1-(4-(methylsulfonyl)phenyl)-2-oxo-1,2-dihydropyridin-4-yloxy)piperidine-1-carboxylate). Yields the product CS(=O)(=O)C1=CC=C(C=C1)N1C(C=C(C=C1)OC1CCN(CC1)C(=O)OC1=C(C=C(C=C1)CCC)F)=O (2-fluoro-4-propylphenyl 4-(1-(4-(methylsulfonyl)phenyl)-2-oxo-1,2-dihydropyridin-4-yloxy)piperidine-1-carboxylate). As a reaction SMILES: [CH3:1][S:2]([C:5]1[CH:10]=[CH:9][C:8]([N:11]2[CH:16]=[CH:15][C:14]([O:17][CH:18]3[CH2:23][CH2:22][N:21]([C:24]([O:26][C:27]4[CH:32]=[CH:31][C:30](Br)=[CH:29][C:28]=4[F:34])=[O:25])[CH2:20][CH2:19]3)=[CH:13][C:12]2=[O:35])=[CH:7][CH:6]=1)(=[O:4])=[O:3].CS([C:40]1[CH:45]=CC(N2C=CC(OC3CCN(C(OC4C=CC(Br)=CC=4C)=O)CC3)=CC2=O)=C[CH:41]=1)(=O)=O>>[CH3:1][S:2]([C:5]1[CH:10]=[CH:9][C:8]([N:11]2[CH:16]=[CH:15][C:14]([O:17][CH:18]3[CH2:23][CH2:22][N:21]([C:24]([O:26][C:27]4[CH:32]=[CH:31][C:30]([CH2:41][CH2:40][CH3:45])=[CH:29][C:28]=4[F:34])=[O:25])[CH2:20][CH2:19]3)=[CH:13][C:12]2=[O:35])=[CH:7][CH:6]=1)(=[O:4])=[O:3]. Procedure: Example 149 was prepared according to procedures described in Example 148 substituting 4-bromo-2-fluorophenyl 4-(1-(4-(methylsulfonyl)phenyl)-2-oxo-1,2-dihydropyridin-4-yloxy)piperidine-1-carboxylate for 4-bromo-2-methylphenyl 4-(1-(4-(methylsulfonyl)phenyl)-2-oxo-1,2-dihydropyridin-4-yloxy)piperidine-1-carboxylate at Step A. 1H NMR (500 MHz, CDCl3) δ 8.09 (d, J=8.80 Hz, 2 H), 7.62 (d, J=8.25 Hz, 2 H), 7.32 (d, J=7.70 Hz, 1 H), 7.07 (t, J=8.25 Hz, 1 H), 6.91-7.00 (m, 2 H), 6.31 (d, J=2.47 Hz, 2 ...